From a dataset of the Open Reaction Database (ORD), a public repository of structured organic reaction records. describe an organic reaction: reactants, conditions, products, and yield Reactants: CN=C(C=1C(C(=O)O)=C(C=C(C1)[N+](=O)[O-])[N+](=O)[O-])O (3,5-dinitrophthalic acid N-methylimide), C(C)(=O)OCC (ethyl acetate), C([O-])([O-])=O.[K+].[K+] (potassium carbonate), ClC=1C=C(C=CC1Cl)S (3,4-dichlorothiophenol). Solvent: O1CCCC1 (tetrahydrofuran). Conditions: time 8 hour. Yields the product CN=C(C=1C(C(=O)O)=C(C=C(C1)[N+](=O)[O-])SC1=CC(=C(C=C1)Cl)Cl)O (3-(3,4-Dichlorophenylthio)-5-nitrophthalic acid N-methylimide). RXN SMILES: [CH3:1][N:2]=[C:3]([OH:19])[C:4]1[C:5](=[C:9]([N+]([O-])=O)[CH:10]=[C:11]([N+:13]([O-:15])=[O:14])[CH:12]=1)[C:6]([OH:8])=[O:7].C(OCC)(=O)C.C(=O)([O-])[O-].[K+].[K+].[Cl:32][C:33]1[CH:34]=[C:35]([SH:40])[CH:36]=[CH:37][C:38]=1[Cl:39]>O1CCCC1>[CH3:1][N:2]=[C:3]([OH:19])[C:4]1[C:5](=[C:9]([S:40][C:35]2[CH:36]=[CH:37][C:38]([Cl:39])=[C:33]([Cl:32])[CH:34]=2)[CH:10]=[C:11]([N+:13]([O-:15])=[O:14])[CH:12]=1)[C:6]([OH:8])=[O:7] |f:2.3.4|. Reported procedure: 20.09 g (80 mmols) of 3,5-dinitrophthalic acid N-methylimide [prepared according to Example 2] are initially introduced into 300 ml of ethyl acetate and treated with 33.6 g (243 mmols) of ground, anhydrous potassium carbonate, and 15.04 g (84 mmols) of 3,4-dichlorothiophenol are then added dropwise at 25° C. After the addition of 100 ml of tetrahydrofuran, the mixture is stirred overnight and evaporated to dryness and the residue is taken up in a mixture of methylene chloride and dilute hydrochl... Reactants: N1(CCC1)CCN1C(=NC(=C1)C1=CC(=NC=C1)C(C)C)C1CCNCC1 (4-[1-(2-azetidin-1-yl-ethyl)-2-piperidin-4-yl-1H-imidazol-4-yl]-2-isopropyl-pyridine), ClC1=C(C(=NC=N1)N)C(C)C (6-chloro-5-isopropyl-pyrimidin-4-ylamine). The product is N1(CCC1)CCN1C(=NC(=C1)C1=CC(=NC=C1)C(C)C)C1CCN(CC1)C1=C(C(=NC=N1)N)C(C)C (6-{4-[1-(2-Azetidin-1-yl-ethyl)-4-(2-isopropyl-pyridin-4-yl)-1H-imidazol-2-yl]-piperidin-1-yl}-5-isopropyl-pyrimidin-4-ylamine). Reaction SMILES: [N:1]1([CH2:5][CH2:6][N:7]2[CH:11]=[C:10]([C:12]3[CH:17]=[CH:16][N:15]=[C:14]([CH:18]([CH3:20])[CH3:19])[CH:13]=3)[N:9]=[C:8]2[CH:21]2[CH2:26][CH2:25][NH:24][CH2:23][CH2:22]2)[CH2:4][CH2:3][CH2:2]1.Cl[C:28]1[N:33]=[CH:32][N:31]=[C:30]([NH2:34])[C:29]=1[CH:35]([CH3:37])[CH3:36]>>[N:1]1([CH2:5][CH2:6][N:7]2[CH:11]=[C:10]([C:12]3[CH:17]=[CH:16][N:15]=[C:14]([CH:18]([CH3:20])[CH3:19])[CH:13]=3)[N:9]=[C:8]2[CH:21]2[CH2:22][CH2:23][N:24]([C:28]3[N:33]=[CH:32][N:31]=[C:30]([NH2:34])[C:29]=3[CH:35]([CH3:37])[CH3:36])[CH2:25][CH2:26]2)[CH2:4][CH2:3][CH2:2]1. Procedure details: The title compound was prepared according to the procedure described for the preparation of compound “1” by using 4-[1-(2-azetidin-1-yl-ethyl)-2-piperidin-4-yl-1H-imidazol-4-yl]-2-isopropyl-pyridine and 6-chloro-5-isopropyl-pyrimidin-4-ylamine as the starting materials. LC-MS (M+H=490, obsd=490). 1H NMR (400 MHz, DMSO-d6) δ 8.39 (t, J=3.9 Hz, 1H), 8.03 (t, J=2.1 Hz, 1H), 7.80 (d, J=2.9 Hz, 1H), 7.54 (s, 1H), 7.52-7.42 (m, 1H), 6.10 (s, 2H), 3.92 (d, J=6.4 Hz, 2H), 3.37 (s, 1H), 3.18-3.06 (m, 4H)...